Dataset: the Open Reaction Database (ORD), a public repository of structured organic reaction records. Task: describe an organic reaction: reactants, conditions, products, and yield The product is O=[N+]([O-])c1cccc(OCCCl)c1. As a reaction SMILES: [C:11](=[O:12])([O-:13])[O-:14].[CH3:31][C:32](=[O:33])[CH2:34][CH3:35].[Cl:17][CH2:18][CH2:19][O:20][S:21]([c:22]1[cH:23][cH:24][c:25]([CH3:26])[cH:27][cH:28]1)(=[O:29])=[O:30].[K+:15].[K+:16].[N+:1](=[O:2])([O-:3])[c:4]1[cH:5][c:6]([OH:10])[cH:7][cH:8][cH:9]1>>[N+:1](=[O:2])([O-:3])[c:4]1[cH:5][c:6]([O:10][CH2:19][CH2:18][Cl:17])[cH:7][cH:8][cH:9]1. The reactants are O=C([O-])[O-], CCC(C)=O, Cc1ccc(S(=O)(=O)OCCCl)cc1, [K+], [K+], O=[N+]([O-])c1cccc(O)c1. Reactants: BrC1=C2C=NN(C2=CC(=C1)C(F)(F)F)C1OCCCC1 (4-bromo-1-(tetrahydro-2H-pyran-2-yl)-6-(trifluoromethyl)-1H-indazole), CN1CCCC1=O (NMP). Reagents/catalysts: [C-]#N.[C-]#N.[Zn+2] (Zn(CN)2), C=1C=CC(=CC1)[P](C=2C=CC=CC2)(C=3C=CC=CC3)[Pd]([P](C=4C=CC=CC4)(C=5C=CC=CC5)C=6C=CC=CC6)([P](C=7C=CC=CC7)(C=8C=CC=CC8)C=9C=CC=CC9)[P](C=1C=CC=CC1)(C=1C=CC=CC1)C=1C=CC=CC1 (Pd(PPh3)4). Conditions: temperature 85 celsius, time 16 hour. Product: O1C(CCCC1)N1N=CC=2C(=CC(=CC12)C(F)(F)F)C#N (1-(tetrahydro-2H-pyran-2-yl)-6-(trifluoromethyl)-1H-indazole-4-carbonitrile). Yield: 79.0%. As a reaction SMILES: Br[C:2]1[CH:10]=[C:9]([C:11]([F:14])([F:13])[F:12])[CH:8]=[C:7]2[C:3]=1[CH:4]=[N:5][N:6]2[CH:15]1[CH2:20][CH2:19][CH2:18][CH2:17][O:16]1.[CH3:21][N:22]1C(=O)CCC1>[C-]#N.[C-]#N.[Zn+2].C1C=CC([P]([Pd]([P](C2C=CC=CC=2)(C2C=CC=CC=2)C2C=CC=CC=2)([P](C2C=CC=CC=2)(C2C=CC=CC=2)C2C=CC=CC=2)[P](C2C=CC=CC=2)(C2C=CC=CC=2)C2C=CC=CC=2)(C2C=CC=CC=2)C2C=CC=CC=2)=CC=1>[O:16]1[CH2:17][CH2:18][CH2:19][CH2:20][CH:15]1[N:6]1[C:7]2[CH:8]=[C:9]([C:11]([F:14])([F:13])[F:12])[CH:10]=[C:2]([C:21]#[N:22])[C:3]=2[CH:4]=[N:5]1 |f:2.3.4,^1:36,38,57,76|. Procedure details: A sealed-cap vial was charged with 4-bromo-1-(tetrahydro-2H-pyran-2-yl)-6-(trifluoromethyl)-1H-indazole (1.03 g, 2.95 mmol), Zn(CN)2 (0.38 g, 3.24 mmol), Pd(PPh3)4 (0.24 g, 0.21 mmol), and NMP (8 mL). The mixture was degassed for 5 min under nitrogen and the mixture then stirred under nitrogen at 85° C. for 16 h. The mixture was filtered and the filtrate concentrated in vacuo. The crude mixture was purified by SiO2 chromatography to afford 1-(tetrahydro-2H-pyran-2-yl)-6-(trifluoromethyl)-1H-inda...